Task: describe an organic reaction: reactants, conditions, products, and yield. Dataset: the Open Reaction Database (ORD), a public repository of structured organic reaction records The reactants are C(C1=CC=CC=C1)OC(=O)N1[C@@H](C2=CC=CC=C2CC1)C1=C(C=CC(=C1)Cl)OCC(=O)O ((S)-1-(2-carboxymethoxy-5-chloro-phenyl)-3,4-dihydro-1H-isoquinoline-2-carboxylic acid benzyl ester), CN(C)C(=[N+](C)C)ON1C2=C(C=CC=C2)N=N1.[B-](F)(F)(F)F (TBTU), CCN(C(C)C)C(C)C (DIPEA), NN (hydrazine), C1CCOC1 (THF). Solvent: CN(C)C=O (DMF), C(Cl)Cl (DCM). Conditions: time 15 minute. The product is C(C1=CC=CC=C1)OC(=O)N1[C@@H](C2=CC=CC=C2CC1)C1=C(C=CC(=C1)Cl)OCC(=O)NN ((S)-1-(5-Chloro-2-hydrazinocarbonylmethoxy-phenyl)-3,4-dihydro-1H-isoquinoline-2-carboxylic acid benzyl ester). Reaction SMILES: [CH2:1]([O:8][C:9]([N:11]1[CH2:20][CH2:19][C:18]2[C:13](=[CH:14][CH:15]=[CH:16][CH:17]=2)[C@H:12]1[C:21]1[CH:26]=[C:25]([Cl:27])[CH:24]=[CH:23][C:22]=1[O:28][CH2:29][C:30]([OH:32])=O)=[O:10])[C:2]1[CH:7]=[CH:6][CH:5]=[CH:4][CH:3]=1.CN(C(O[N:41]1[N:49]=NC2C=CC=CC1=2)=[N+](C)C)C.[B-](F)(F)(F)F.CCN(C(C)C)C(C)C.NN.C1COCC1>CN(C=O)C.C(Cl)Cl>[CH2:1]([O:8][C:9]([N:11]1[CH2:20][CH2:19][C:18]2[C:13](=[CH:14][CH:15]=[CH:16][CH:17]=2)[C@H:12]1[C:21]1[CH:26]=[C:25]([Cl:27])[CH:24]=[CH:23][C:22]=1[O:28][CH2:29][C:30]([NH:41][NH2:49])=[O:32])=[O:10])[C:2]1[CH:7]=[CH:6][CH:5]=[CH:4][CH:3]=1 |f:1.2|. Reported procedure: To a solution of (S)-1-(2-carboxymethoxy-5-chloro-phenyl)-3,4-dihydro-1H-isoquinoline-2-carboxylic acid benzyl ester (165 mg, 0.36 mmol, 1.0 eq.) in DMF (0.9 mL), TBTU (138 mg, 0.43 mmol, 1.2 eq.) and DIPEA (0.19 mL, 1.08 mmol, 3.0 eq.) were added in sequence. The resulting reaction mixture was stirred at r.t. for 15 min. Then 1M hydrazine in anhydrous THF (1.99 mL, 1.99 mmol, 5.6 eq.) was added at 0° C. (exothermic). The resulting mixture was stirred at r.t. for 18 hours. The reaction mixture w... Procedure details: To a 200 ml volume four-necked flask, 2-(2,6-diethyl-4-methylphenyl)-2-oxoacetohydrazine ((12-1)-(11)-39) (6.44 g), tetrahydrofuran (72 ml), and acetic acid (1.65 g) were added under a nitrogen atmosphere. 1-methylsulfanyl-2-propanone (7-0-1) (3.12 g) was added at room temperature, and the mixture was stirred at room temperature for 2 hours. To the reaction mixture was added water (30 ml), and extracted with tert-butyl methyl ether. The organic layer was concentrated under reduced pressure to gi... Conditions: time 2 hour. Isolated yield 81.4%. RXN SMILES: [CH2:1]([C:3]1[CH:8]=[C:7]([CH3:9])[CH:6]=[C:5]([CH2:10][CH3:11])[C:4]=1[C:12](=[O:17])[C:13]([NH:15][NH2:16])=[O:14])[CH3:2].O1CCCC1.C(O)(=O)C.[CH3:27][S:28][CH2:29][C:30](=O)[CH3:31]>O>[CH2:1]([C:3]1[CH:8]=[C:7]([CH3:9])[CH:6]=[C:5]([CH2:10][CH3:11])[C:4]=1[C:12](=[O:17])[C:13]([NH:15][N:16]=[C:30]([CH3:31])[CH2:29][S:28][CH3:27])=[O:14])[CH3:2]. Run in O (water). Starting materials: C(C)C1=C(C(=CC(=C1)C)CC)C(C(=O)NN)=O (2-(2,6-diethyl-4-methylphenyl)-2-oxoacetohydrazide), O1CCCC1 (tetrahydrofuran), C(C)(=O)O (acetic acid), CSCC(C)=O (1-methylsulfanyl-2-propanone). Product: C(C)C1=C(C(=CC(=C1)C)CC)C(C(=O)NN=C(CSC)C)=O (1-[2-(2,6-diethyl-4-methylphenyl)-2-oxoacetyl]-2-(1-methylsulfanyl-2-propylidene)hydrazine). The reactants are NC1=C(C=CC(=C1C)NC(C(F)(F)F)=O)O (2-amino-3-methyl-4-trifluoroacetamidophenol), Cl (hydrochloric acid), C(OCC)(OCC)OCC (triethyl orthoformate). Solvent: CO (methanol). Run at temperature 90 celsius. The product is CC1=C(C=CC2=C1N=CO2)NC(C(F)(F)F)=O (4-methyl-5-trifluoroacetamidobenzoxazole). Yield: 76.7%. As a reaction SMILES: [NH2:1][C:2]1[C:7]([CH3:8])=[C:6]([NH:9][C:10](=[O:15])[C:11]([F:14])([F:13])[F:12])[CH:5]=[CH:4][C:3]=1[OH:16].Cl.[CH:18](OCC)(OCC)OCC>CO>[CH3:8][C:7]1[C:2]2[N:1]=[CH:18][O:16][C:3]=2[CH:4]=[CH:5][C:6]=1[NH:9][C:10](=[O:15])[C:11]([F:12])([F:13])[F:14]. Reported procedure: A solution of 2-amino-3-methyl-4-trifluoroacetamidophenol (4.25 g, 18.15 mmol) and concentrated hydrochloric acid (45 mL) in methanol (5.2 mL) is treated with triethyl orthoformate (2.98 mL, 27.2 mmol). A simple distillation apparatus is attached and the mixture is heated with an oil bath to 90° C. and methanol is distilled from the reaction. The reaction mixture is cooled to room temperature and distributed between ethyl ether (200 mL) and water (20 mL). The ether layer is washed with a 0.1 M a... Starting materials: C(=O)O (formic acid), C(C)(=O)OC(C)=O (acetic anhydride), NC1=C2CC[C@H]3[C@@H]4CC[C@@H]([C@@]4(C)CC[C@@H]3[C@]2(CCC1=O)C)C(=O)NC(C)(C)C (4-amino-N-(1,1-dimethylethyl)-3-oxoandrost-4-ene-17β-carboxamide). The solvent is O1CCCC1 (tetrahydrofuran), O1CCCC1 (tetra-hydrofuran), O (water). Conditions: time 8 hour. Yields the product C(=O)NC1=C2CC[C@H]3[C@@H]4CC[C@@H]([C@@]4(C)CC[C@@H]3[C@]2(CCC1=O)C)C(=O)NC(C)(C)C (4-formamido-N-(1,1-dimethylethyl)-3-oxoandrost-4-ene-17β-carboxamide). The yield is 66.3%. Reaction SMILES: [CH:1](O)=[O:2].C(OC(=O)C)(=O)C.[NH2:11][C:12]1[C:29](=[O:30])[CH2:28][CH2:27][C@@:26]2([CH3:31])[C:13]=1[CH2:14][CH2:15][C@@H:16]1[C@@H:25]2[CH2:24][CH2:23][C@@:21]2([CH3:22])[C@H:17]1[CH2:18][CH2:19][C@@H:20]2[C:32]([NH:34][C:35]([CH3:38])([CH3:37])[CH3:36])=[O:33]>O1CCCC1.O>[CH:1]([NH:11][C:12]1[C:29](=[O:30])[CH2:28][CH2:27][C@@:26]2([CH3:31])[C:13]=1[CH2:14][CH2:15][C@@H:16]1[C@@H:25]2[CH2:24][CH2:23][C@@:21]2([CH3:22])[C@H:17]1[CH2:18][CH2:19][C@@H:20]2[C:32]([NH:34][C:35]([CH3:38])([CH3:37])[CH3:36])=[O:33])=[O:2]. Procedure: A solution of formic acid (0.22 mL, 5.84 mmole) and acetic anhydride (0.46 mL, 4.76 mmole) is heated at reflux temperature for 2 hours under a nitrogen atmosphere. The cooled solution is diluted with tetrahydrofuran (5 mL) and a solution of 4-amino-N-(1,1-dimethylethyl)-3-oxoandrost-4-ene-17β-carboxamide, (0.35 g, 0.91 mmole) in tetra-hydrofuran (10 mL) is added. The reaction is stirred overnight at room temperature and then diluted with water (25 mL). A gummy material separated which is extract... The reactants are Cl.C(C1=CN=CC=C1)(=O)Cl (nicotinoyl chloride hydrochloride), NC(CC=1N(N=C2C(=NC=3C=CC=CC3C21)N)CCOC)(C)C (1-(2-amino-2-methylpropyl)-2-(2-methoxyethyl)-2H-pyrazolo[3,4-c]quinolin-4-amine). Solvent: hexanes, C(C)(=O)OCC (ethyl acetate), C(C)(=O)OCC (ethyl acetate). The product is NC1=NC=2C=CC=CC2C=2C1=NN(C2CC(C)(C)NC(C2=CN=CC=C2)=O)CCOC (N-{2-[4-amino-2-(methoxyethyl)-2H-pyrazolo[3,4-c]quinolin-1-yl]-1,1-dimethylethyl}nicotinamide). Yield: 44.3%. As a reaction SMILES: Cl.[C:2](Cl)(=[O:9])[C:3]1[CH:8]=[CH:7][CH:6]=[N:5][CH:4]=1.[NH2:11][C:12]([CH3:33])([CH3:32])[CH2:13][C:14]1[N:15]([CH2:28][CH2:29][O:30][CH3:31])[N:16]=[C:17]2[C:26]=1[C:25]1[CH:24]=[CH:23][CH:22]=[CH:21][C:20]=1[N:19]=[C:18]2[NH2:27]>C(OCC)(=O)C>[NH2:27][C:18]1[C:17]2=[N:16][N:15]([CH2:28][CH2:29][O:30][CH3:31])[C:14]([CH2:13][C:12]([NH:11][C:2](=[O:9])[C:3]3[CH:8]=[CH:7][CH:6]=[N:5][CH:4]=3)([CH3:33])[CH3:32])=[C:26]2[C:25]2[CH:24]=[CH:23][CH:22]=[CH:21][C:20]=2[N:19]=1 |f:0.1|. Procedure: Using the method of Example 68, nicotinoyl chloride hydrochloride (668 mg, 4.75 mmol) was reacted with 1-(2-amino-2-methylpropyl)-2-(2-methoxyethyl)-2H-pyrazolo[3,4-c]quinolin-4-amine (470 mg, 1.5 mmol, prepared as described in Example 590). The crude product was purified by IFC (silica gel eluting with a gradient of 10 to 40% CMA in chloroform) to provide a pale yellow resin. The resin was refluxed with 35% ethyl acetate in hexanes (50 mL) and ethyl acetate (75 mL) and cooled to ambient tempera... Starting materials: Cc1[nH]cnc1C(=O)O, [Cl-], Nc1cccc(Cl)c1, c1ccncc1. The product is Cc1[nH]cnc1C(=O)Nc1cccc(Cl)c1. RXN SMILES: [CH3:2][c:3]1[c:4]([C:8](=[O:9])[OH:10])[n:5][cH:6][nH:7]1.[Cl-:1].[Cl:11][c:12]1[cH:13][c:14]([NH2:15])[cH:16][cH:17][cH:18]1.[cH:19]1[cH:20][cH:21][n:22][cH:23][cH:24]1>>[CH3:2][c:3]1[c:4]([C:8](=[O:10])[NH:15][c:14]2[cH:13][c:12]([Cl:11])[cH:18][cH:17][cH:16]2)[n:5][cH:6][nH:7]1. Starting materials: ClC1=CC=C(C=C1)N=C=S (p-chlorophenyl isothiocyanate), C1(=CC(=CC=C1)N)N (m-phenylene diamine). The solvent is C(Cl)(Cl)Cl (chloroform), C(Cl)(Cl)Cl (chloroform). Reaction conditions: time 1 hour. The product is ClC1=CC=C(C=C1)NC(=S)NC1=CC(=CC=C1)N (1-(p-chlorophenyl)-3-(m-aminophenyl)thiourea). As a reaction SMILES: [Cl:1][C:2]1[CH:7]=[CH:6][C:5]([N:8]=[C:9]=[S:10])=[CH:4][CH:3]=1.[C:11]1([NH2:18])[CH:16]=[CH:15][CH:14]=[C:13]([NH2:17])[CH:12]=1>C(Cl)(Cl)Cl>[Cl:1][C:2]1[CH:7]=[CH:6][C:5]([NH:8][C:9]([NH:17][C:13]2[CH:14]=[CH:15][CH:16]=[C:11]([NH2:18])[CH:12]=2)=[S:10])=[CH:4][CH:3]=1. Reported procedure: A solution of p-chlorophenyl isothiocyanate (39.6 g.) in chloroform (100 ml.) is added dropwise with stirring to a solution of m-phenylene diamine (25.2 g.) in chloroform (200 ml.) at room temperature. The mixture is stirred for 1 hour after the addition is complete, and the precipitated solid is filtered off, washed with chloroform and dried to give 1-(p-chlorophenyl)-3-(m-aminophenyl)thiourea, m.p. 132°-133.5° C. This product (20 g.) is dissolved in ethanol saturated with ammonia gas (300 ml.)...